describe an organic reaction: reactants, conditions, products, and yield From a dataset of the Open Reaction Database (ORD), a public repository of structured organic reaction records. Reactants: CC(C)(C)OC(=O)C(C)(C)Br, CCOC(=O)C(Cc1ccc(OCC(=O)OC(C)(C)C)cc1)OC. Yields the product CCOC(=O)C(Cc1ccc(OC(C)(C)C(=O)OC(C)(C)C)cc1)OC. Reaction SMILES: [C:1]([CH3:2])([CH3:3])([CH3:4])[O:5][C:6]([C:7]([CH3:8])([CH3:9])[Br:10])=[O:11].[CH2:12]([CH3:13])[O:14][C:15]([CH:16]([CH2:17][c:18]1[cH:19][cH:20][c:21]([O:24][CH2:25][C:26]([O:27][C:28]([CH3:29])([CH3:30])[CH3:31])=[O:32])[cH:22][cH:23]1)[O:33][CH3:34])=[O:35]>>[C:1]([CH3:2])([CH3:3])([CH3:4])[O:5][C:6]([C:7]([CH3:8])([CH3:9])[O:24][c:21]1[cH:20][cH:19][c:18]([CH2:17][CH:16]([C:15]([O:14][CH2:12][CH3:13])=[O:35])[O:33][CH3:34])[cH:23][cH:22]1)=[O:11]. Starting materials: Cl (HCl), NC1=CC=2C3=CC=CC=C3C(NC2C=C1)=O (2-amino-6(5H)-phenanthridinone), ClCC(=O)Cl (chloroacetyl chloride). The solvent is CN(C)C=O (DMF), N1=CC=CC=C1 (pyridine). Run at time 1.5 hour. Product: O=C1NC=2C=CC(=CC2C2=CC=CC=C12)NC(CCl)=O (N-(6-oxo-5,6-dihydro-phenanthridin-2-yl)-choroacetamide). Isolated yield 828.4%. Reaction SMILES: Cl.[NH2:2][C:3]1[CH:16]=[CH:15][C:14]2[NH:13][C:12](=[O:17])[C:11]3[C:6](=[CH:7][CH:8]=[CH:9][CH:10]=3)[C:5]=2[CH:4]=1.[Cl:18][CH2:19][C:20](Cl)=[O:21]>CN(C=O)C.N1C=CC=CC=1>[O:17]=[C:12]1[C:11]2[C:6](=[CH:7][CH:8]=[CH:9][CH:10]=2)[C:5]2[CH:4]=[C:3]([NH:2][C:20](=[O:21])[CH2:19][Cl:18])[CH:16]=[CH:15][C:14]=2[NH:13]1. Reported procedure: To a suspension of the HCl salt of 2-amino-6(5H)-phenanthridinone (100 mg, 0.04 mmol) in DMF (5 mL), pyridine (0.5 mL) was added, followed by the addition of chloroacetyl chloride (0.2 mL, 0.002 mol) at 0° C. The reaction mixture was stirred at room temperature for 1 to 2 hrs. It was then poured over crushed ice, and the solid obtained was washed thoroughly with cold water. The solid was then dried under vacuum to give N-(6-oxo-5,6-dihydro-phenanthridin-2-yl)-choroacetamide (95 mg, 84%).